From a dataset of the Open Reaction Database (ORD), a public repository of structured organic reaction records. describe an organic reaction: reactants, conditions, products, and yield Reactants: ClCCCC1(OCCO1)C1=CC=C(C=C1)F (4-chloro-1-(4-fluorophenyl)-1,1-ethylenedioxybutane), CN1C(C2(CCNCC2)C2=CC=CC=C12)=O (1-methyl-2-oxo-indoline-3-spiro-4'-piperidine), C([O-])([O-])=O.[K+].[K+] (potassium carbonate), [I-].[K+] (potassium iodide). Run in CN(C=O)C (dimethylformamide), O (water). Product: FC1=CC=C(C(=O)CCCN2CCC3(CC2)C(N(C2=CC=CC=C23)C)=O)C=C1 (1'-[3-(4-fluorobenzoyl)propyl]-1-methyl-2-oxo-indoline-3-spiro-4'-piperidine). Reaction SMILES: Cl[CH2:2][CH2:3][CH2:4][C:5]1([C:10]2[CH:15]=[CH:14][C:13]([F:16])=[CH:12][CH:11]=2)[O:9]CCO1.[CH3:17][N:18]1[C:31]2[C:26](=[CH:27][CH:28]=[CH:29][CH:30]=2)[C:20]2([CH2:25][CH2:24][NH:23][CH2:22][CH2:21]2)[C:19]1=[O:32].C(=O)([O-])[O-].[K+].[K+].[I-].[K+]>O.CN(C)C=O>[F:16][C:13]1[CH:12]=[CH:11][C:10]([C:5]([CH2:4][CH2:3][CH2:2][N:23]2[CH2:24][CH2:25][C:20]3([C:26]4[C:31](=[CH:30][CH:29]=[CH:28][CH:27]=4)[N:18]([CH3:17])[C:19]3=[O:32])[CH2:21][CH2:22]2)=[O:9])=[CH:15][CH:14]=1 |f:2.3.4,5.6|. Procedure: A mixture of 3.0 g of 4-chloro-1-(4-fluorophenyl)-1,1-ethylenedioxybutane, 2.0 g of 1-methyl-2-oxo-indoline-3-spiro-4'-piperidine, 2.8 g of anhydrous potassium carbonate, 0.1 g of potassium iodide and 30 ml of dimethylformamide was refluxed for 2 hours. The resulting mixture was poured into water and was extracted with ethyl acetate. The extract was washed with water, dried over anhydrous sodium sulfate and concentrated in vacuo. To the residual oil were added 60 ml of methanol, 20 ml of water a... The reactants are ClC1=NC=CC(=N1)C1=C(N=C(S1)C1CCOCC1)C=1C(=C(C=CC1)NS(=O)(=O)C1=COC=C1)F (N-{3-[5-(2-chloro-4-pyrimidinyl)-2-(tetrahydro-2H-pyran-4-yl)-1,3-thiazol-4-yl]-2-fluorophenyl}-3-furansulfonamide), C(C)N(CCN)CC (N,N-diethyl-1,2-ethanediamine). The solvent is O1CCOCC1 (1,4-dioxane). Yields the product C(C)N(CCNC1=NC=CC(=N1)C1=C(N=C(S1)C1CCOCC1)C=1C(=C(C=CC1)NS(=O)(=O)C1=COC=C1)F)CC (N-{3-[5-(2-{[2-(diethylamino)ethyl]amino}-4-pyrimidinyl)-2-(tetrahydro-2H-pyran-4-yl)-1,3-thiazol-4-yl]-2-fluorophenyl}-3-furansulfonamide), foam. RXN SMILES: Cl[C:2]1[N:7]=[C:6]([C:8]2[S:12][C:11]([CH:13]3[CH2:18][CH2:17][O:16][CH2:15][CH2:14]3)=[N:10][C:9]=2[C:19]2[C:20]([F:34])=[C:21]([NH:25][S:26]([C:29]3[CH:33]=[CH:32][O:31][CH:30]=3)(=[O:28])=[O:27])[CH:22]=[CH:23][CH:24]=2)[CH:5]=[CH:4][N:3]=1.[CH2:35]([N:37]([CH2:41][CH3:42])[CH2:38][CH2:39][NH2:40])[CH3:36]>O1CCOCC1>[CH2:35]([N:37]([CH2:41][CH3:42])[CH2:38][CH2:39][NH:40][C:2]1[N:7]=[C:6]([C:8]2[S:12][C:11]([CH:13]3[CH2:18][CH2:17][O:16][CH2:15][CH2:14]3)=[N:10][C:9]=2[C:19]2[C:20]([F:34])=[C:21]([NH:25][S:26]([C:29]3[CH:33]=[CH:32][O:31][CH:30]=3)(=[O:27])=[O:28])[CH:22]=[CH:23][CH:24]=2)[CH:5]=[CH:4][N:3]=1)[CH3:36]. The yield is 22.5%. Procedure: Following a procedure analogous to the procedure described in example 300 using N-{3-[5-(2-chloro-4-pyrimidinyl)-2-(tetrahydro-2H-pyran-4-yl)-1,3-thiazol-4-yl]-2-fluorophenyl}-3-furansulfonamide (110 mg, 0.211 mmol), N,N-diethyl-1,2-ethanediamine (123 mg, 1.056 mmol) in 1,4-dioxane (2 mL), the title compound was obtained as a yellow foam (30 mg, 22.47%). 1H NMR (400 MHz, DMSO-d6) ppm 1.01 (t, J=6.44 Hz, 6H), 1.65-1.83 (m, 2H), 2.01 (dd, J=12.76, 1.89 Hz, 2H), 2.58-2.73 (m, 6H), 3.27-3.41 (m, 5H)... The reactants are ClC1=NC=CC(=N1)C1=C(N=C(S1)C(C)(C)C)C=1C(=C(C=CC1)NS(=O)(=O)C=1N(C=CN1)C)F (N-{3-[5-(2-chloro-4-pyrimidinyl)-2-(1,1-dimethylethyl)-1,3-thiazol-4-yl]-2-fluorophenyl}-1-methyl-1H-imidazole-2-sulfonamide), [OH-].[NH4+] (ammonium hydroxide). Yields the product Cl.NC1=NC=CC(=N1)C1=C(N=C(S1)C(C)(C)C)C=1C(=C(C=CC1)NS(=O)(=O)C=1N(C=CN1)C)F (N-{3-[5-(2-amino-4-pyrimidinyl)-2-(1,1-dimethylethyl)-1,3-thiazol-4-yl]-2-fluorophenyl}-1-methyl-1H-imidazole-2-sulfonamide hydrochloride), solid. The yield is 27.0%. RXN SMILES: [Cl:1][C:2]1[N:7]=[C:6]([C:8]2[S:12][C:11]([C:13]([CH3:16])([CH3:15])[CH3:14])=[N:10][C:9]=2[C:17]2[C:18]([F:33])=[C:19]([NH:23][S:24]([C:27]3[N:28]([CH3:32])[CH:29]=[CH:30][N:31]=3)(=[O:26])=[O:25])[CH:20]=[CH:21][CH:22]=2)[CH:5]=[CH:4][N:3]=1.[OH-].[NH4+:35]>>[ClH:1].[NH2:35][C:2]1[N:7]=[C:6]([C:8]2[S:12][C:11]([C:13]([CH3:16])([CH3:15])[CH3:14])=[N:10][C:9]=2[C:17]2[C:18]([F:33])=[C:19]([NH:23][S:24]([C:27]3[N:28]([CH3:32])[CH:29]=[CH:30][N:31]=3)(=[O:26])=[O:25])[CH:20]=[CH:21][CH:22]=2)[CH:5]=[CH:4][N:3]=1 |f:1.2,3.4|. Procedure details: Following a procedure analogous to the procedure described in Example 282 using N-{3-[5-(2-chloro-4-pyrimidinyl)-2-(1,1-dimethylethyl)-1,3-thiazol-4-yl]-2-fluorophenyl}-1-methyl-1H-imidazole-2-sulfonamide (560 mg, 1.10 mmol) and ammonium hydroxide (15 ml), the title compound was obtained as a white solid (156 mg, 27%). 1HNMR (MEOD-d4): δ ppm 8.06 (br s, 1H), 7.66 (s, 1H), 7.53-7.58 (m, 2H), 7.44 (s, 1H), 7.36-7.40 (t, J=8.0 Hz, 1H), 6.47-6.51 (m, 1H), 4.06 (s, 3H), 1.50 (s, 9H). MS: 488 [M+H]+. The reactants are CCOC(=O)CCCOc1ccc(N=Nc2ccc(C#N)cc2)cc1, CN(C)C=O, Cl, [Na+], [OH-], O. Product: N#Cc1ccc(N=Nc2ccc(OCCCC(=O)O)cc2)cc1. As a reaction SMILES: [C:1](#[N:2])[c:3]1[cH:4][cH:5][c:6]([N:9]=[N:10][c:11]2[cH:12][cH:13][c:14]([O:15][CH2:16][CH2:17][CH2:18][C:19](=[O:20])[O:21][CH2:22][CH3:23])[cH:24][cH:25]2)[cH:7][cH:8]1.[CH3:29][N:30]([CH3:31])[CH:32]=[O:33].[ClH:28].[Na+:27].[OH-:26].[OH2:34]>>[C:1](#[N:2])[c:3]1[cH:4][cH:5][c:6]([N:9]=[N:10][c:11]2[cH:12][cH:13][c:14]([O:15][CH2:16][CH2:17][CH2:18][C:19](=[O:20])[OH:21])[cH:24][cH:25]2)[cH:7][cH:8]1. The reactants are CCCCCC, ClCc1ccccc1, [H-], [Na+], CN(C)C=O, O, CC1(C)OCC(CCO)O1. Product: CC1(C)OCC(CCOCc2ccccc2)O1. As a reaction SMILES: [CH3:3][CH2:4][CH2:5][CH2:6][CH2:7][CH3:8].[Cl:19][CH2:20][c:21]1[cH:22][cH:23][cH:24][cH:25][cH:26]1.[H-:1].[Na+:2].[O:27]=[CH:28][N:29]([CH3:30])[CH3:31].[OH2:32].[OH:9][CH2:10][CH2:11][CH:12]1[O:13][C:14]([CH3:17])([CH3:18])[O:15][CH2:16]1>>[O:9]([CH2:10][CH2:11][CH:12]1[O:13][C:14]([CH3:17])([CH3:18])[O:15][CH2:16]1)[CH2:20][c:21]1[cH:22][cH:23][cH:24][cH:25][cH:26]1.